From a dataset of the Open Reaction Database (ORD), a public repository of structured organic reaction records. describe an organic reaction: reactants, conditions, products, and yield The reactants are COC=1C=C(C#N)C=CC1C1=NC=CC=C1 (3-methyoxy-4-pyridin-2-ylbenzonitrile), NN1C(C=CC=C1)=O (1-aminopyridin-2(1H)-one), CC(C)([O-])C.[K+] (potassium t-butoxide). Conditions: temperature 115 celsius. The product is COC=1C=C(C=CC1C1=NC=CC=C1)C1=NN2C(C=CC=C2)=N1 (2-(3-methoxy-4-pyridin-2-ylphenyl)[1,2,4]triazolo[1,5-a]pyridine). As a reaction SMILES: [CH3:1][O:2][C:3]1[CH:4]=[C:5]([CH:8]=[CH:9][C:10]=1[C:11]1[CH:16]=[CH:15][CH:14]=[CH:13][N:12]=1)[C:6]#[N:7].[NH2:17][N:18]1[CH:23]=[CH:22][CH:21]=[CH:20][C:19]1=O.CC(C)([O-])C.[K+]>>[CH3:1][O:2][C:3]1[CH:4]=[C:5]([C:6]2[N:7]=[C:19]3[CH:20]=[CH:21][CH:22]=[CH:23][N:18]3[N:17]=2)[CH:8]=[CH:9][C:10]=1[C:11]1[CH:16]=[CH:15][CH:14]=[CH:13][N:12]=1 |f:2.3|. Procedure: 3-methyoxy-4-pyridin-2-ylbenzonitrile (104 mg, 0.95 mmol) and 1-aminopyridin-2(1H)-one (198 mg, 0.95 mmol) were dissolved in a solution of potassium t-butoxide (2 mL of 1M in t-butanol, 2.0 mmol). The reaction mixture was heated to 115° C. for 1 h, cooled and concentrated. The residue was purified by flash column chromatography on silica gel eluting with MeOH:CH2Cl2 (1:19) to afford the desired 2-(3-methoxy-4-pyridin-2-ylphenyl)[1,2,4]triazolo[1,5-a]pyridine. 1H NMR (CDCl3, 300 MHz) δ 8.75 (m, 1... The reactants are CN(C1=C(C(=O)NC=2C(=NC(=CC2)OC)N)C=CC(=C1)[N+](=O)[O-])C (3-[(2-dimethylamino-4-nitro-benzoyl)-amino]-2-amino-6-methoxy-pyridine). The solvent is P(=O)(Cl)(Cl)Cl (phosphorus oxychloride). The product is CN(C1=C(C=CC(=C1)[N+](=O)[O-])C=1NC=2C(=NC(=CC2)OC)N1)C (2-(2-Dimethylamino-4-nitro-phenyl)-5-methoxy-imidazo[4,5-b]pyridine). RXN SMILES: [CH3:1][N:2]([CH3:24])[C:3]1[CH:20]=[C:19]([N+:21]([O-:23])=[O:22])[CH:18]=[CH:17][C:4]=1[C:5]([NH:7][C:8]1[C:9]([NH2:16])=[N:10][C:11]([O:14][CH3:15])=[CH:12][CH:13]=1)=O>P(Cl)(Cl)(Cl)=O>[CH3:1][N:2]([CH3:24])[C:3]1[CH:20]=[C:19]([N+:21]([O-:23])=[O:22])[CH:18]=[CH:17][C:4]=1[C:5]1[NH:7][C:8]2[C:9]([N:16]=1)=[N:10][C:11]([O:14][CH3:15])=[CH:12][CH:13]=2. Procedure details: A suspension of 1.4 gm of 3-[(2-dimethylamino-4-nitro-benzoyl)-amino]-2-amino-6-methoxy-pyridine in 40 ml of phosphorus oxychloride is refluxed for three hours. The phosphorus oxychloride is evaporated off by about two-thirds, and the residue is poured into water. The solution obtained is made ammoniacal, and the product precipitated is purified over a silica gel column [eluant: methylene chloride/ethanol (100:0 to 100:0.5)]. Starting materials: CCOCC, COC1=NC(C)(Cc2ccccc2)C(OC)=NC1C(C)C, Cl. Product: COC1=NC(C(C)C)C(=O)NC1(C)Cc1ccccc1. As a reaction SMILES: [CH3:23][CH2:24][O:25][CH2:26][CH3:27].[CH:1]([CH3:2])([CH3:3])[CH:4]1[N:5]=[C:6]([O:20][CH3:21])[C:7]([CH3:12])([CH2:13][c:14]2[cH:15][cH:16][cH:17][cH:18][cH:19]2)[N:8]=[C:9]1[O:10][CH3:11].[ClH:22]>>[CH:1]([CH3:2])([CH3:3])[CH:4]1[N:5]=[C:6]([O:20][CH3:21])[C:7]([CH3:12])([CH2:13][c:14]2[cH:15][cH:16][cH:17][cH:18][cH:19]2)[NH:8][C:9]1=[O:10].